Dataset: the Open Reaction Database (ORD), a public repository of structured organic reaction records. Task: describe an organic reaction: reactants, conditions, products, and yield The reactants are COC=1C=C2C(=CC=NC2=CC1OC)OC1=CC(=C(C=C1)C)C (6,7-Dimethoxy-4-(3,4-dimethylphenoxy)quinoline), Cl.CO (hydrochloric acid methanol). Run at time 15 minute. Product: Cl.COC=1C=C2C(=CC=NC2=CC1OC)OC1=CC(=C(C=C1)C)C (6,7-Dimethoxy-4-(3,4-dimethylphenoxy)quinoline hydrochloride). Isolated yield 87.0%. RXN SMILES: [CH3:1][O:2][C:3]1[CH:4]=[C:5]2[C:10](=[CH:11][C:12]=1[O:13][CH3:14])[N:9]=[CH:8][CH:7]=[C:6]2[O:15][C:16]1[CH:21]=[CH:20][C:19]([CH3:22])=[C:18]([CH3:23])[CH:17]=1.[ClH:24].CO>>[ClH:24].[CH3:1][O:2][C:3]1[CH:4]=[C:5]2[C:10](=[CH:11][C:12]=1[O:13][CH3:14])[N:9]=[CH:8][CH:7]=[C:6]2[O:15][C:16]1[CH:21]=[CH:20][C:19]([CH3:22])=[C:18]([CH3:23])[CH:17]=1 |f:1.2,3.4|. Procedure: 6,7-Dimethoxy-4-(3,4-dimethylphenoxy)quinoline (122 mg) was dissolved in a 10% hydrochloric acid/methanol solution, and the solution was stirred at room temperature for 15 min. The solvent was removed therefrom by distillation under the reduced pressure. The residue was washed with ethyl acetate to give the title compound (118 mg, yield 87%). As a reaction SMILES: [F:1][C:2]1[CH:3]=[C:4]2[C:8](=[CH:9][CH:10]=1)[CH2:7][N:6]([C:11]([NH:13][C:14]1[CH:38]=[CH:37][C:17]([C:18]([NH:20][CH2:21][C:22]3[CH:36]=[CH:35][C:25]([CH2:26][NH:27]C(=O)OC(C)(C)C)=[CH:24][CH:23]=3)=[O:19])=[CH:16][CH:15]=1)=[O:12])[CH2:5]2.FC(F)(F)C(O)=O>ClCCl>[NH2:27][CH2:26][C:25]1[CH:24]=[CH:23][C:22]([CH2:21][NH:20][C:18]([C:17]2[CH:16]=[CH:15][C:14]([NH:13][C:11]([N:6]3[CH2:5][C:4]4[C:8](=[CH:9][CH:10]=[C:2]([F:1])[CH:3]=4)[CH2:7]3)=[O:12])=[CH:38][CH:37]=2)=[O:19])=[CH:36][CH:35]=1. Reported procedure: tert-Butyl 4-((4-(5-fluoroisoindoline-2-carboxamido)benzamido)methyl)benzylcarbamate (392 mg, 0.756 mmol) was dissolved in dichloromethane, treated with trifluoroacetic acid (582 μl, 7.56 mmol), stirred for 3 hours at ambient temperature and then concentrated to dryness. The resulting solid was triturated with ether, collected and dried under vacuum to provide the title compound. 1H NMR (400 MHz, DMSO-d6) δ ppm 4.01 (q, J=5.6 Hz, 2H), 4.46 (d, J=6.0 Hz, 2H), 4.76 (d, J=7.9 Hz, 4H), 7.08-7.29 (m,... Starting materials: FC=1C=C2CN(CC2=CC1)C(=O)NC1=CC=C(C(=O)NCC2=CC=C(CNC(OC(C)(C)C)=O)C=C2)C=C1 (tert-Butyl 4-((4-(5-fluoroisoindoline-2-carboxamido)benzamido)methyl)benzylcarbamate), FC(C(=O)O)(F)F (trifluoroacetic acid). The solvent is ClCCl (dichloromethane). Run at time 3 hour. Product: NCC1=CC=C(CNC(=O)C2=CC=C(C=C2)NC(=O)N2CC3=CC=C(C=C3C2)F)C=C1 (N-(4-{[4-(aminomethyl)benzyl]carbamoyl}phenyl)-5-fluoro-1,3-dihydro-2H-isoindole-2-carboxamide). Starting materials: OC1=CC=C(C=O)C=C1 (4-hydroxybenzaldehyde), CS(=O)C (dimethyl sulfoxide), ClCC1(OC=CN1)C1=CC=CC=C1 (2-(chloromethyl)-2-phenyloxazole), C([O-])([O-])=O.[Cs+].[Cs+] (cesium carbonate), resultant precipitate. Run in O (water). Reaction conditions: time 16 hour. Product: C1(=CC=CC=C1)C=1OC=C(N1)COC1=CC=C(C=O)C=C1 (4-(2-phenyl-oxazol-4-ylmethoxy)benzaldehyde). The yield is 90.5%. Reaction SMILES: [OH:1][C:2]1[CH:9]=[CH:8][C:5]([CH:6]=[O:7])=[CH:4][CH:3]=1.CS(C)=O.ClC[C:16]1([C:21]2[CH:26]=[CH:25][CH:24]=[CH:23][CH:22]=2)[NH:20][CH:19]=[CH:18][O:17]1.[C:27](=O)([O-])[O-].[Cs+].[Cs+]>O>[C:21]1([C:16]2[O:17][CH:18]=[C:19]([CH2:27][O:1][C:2]3[CH:9]=[CH:8][C:5]([CH:6]=[O:7])=[CH:4][CH:3]=3)[N:20]=2)[CH:26]=[CH:25][CH:24]=[CH:23][CH:22]=1 |f:3.4.5|. Procedure details: A mixture of 4-hydroxybenzaldehyde (1.9 g, 17.0 mmol), dimethyl sulfoxide (50 mL), 2-(chloromethyl)-2-phenyloxazole (3.3 g, 17.0 mmol) and cesium carbonate (11.0 g, 34.0 mmol) was stirred at room temperature for 16 hours. The mixture was poured into water (400 mL) and filtration of the resultant precipitate afforded the crude product. Crystallization of the solids from ethyl acetate gave the product as a light yellow solid in 90.5 % yield, m.p. 94°-96° C. MS (EI, m/e): 279 (M)+ Isolated yield 45.7%. Conditions: time 1 hour. As a reaction SMILES: [NH2:1][C:2]1[CH:7]=[CH:6][C:5]([S:8][CH:9]2[CH2:14][CH2:13][N:12]([CH2:15][C:16]3[CH:21]=[CH:20][C:19]([C:22]([OH:31])([C:27]([F:30])([F:29])[F:28])[C:23]([F:26])([F:25])[F:24])=[CH:18][CH:17]=3)[CH2:11][CH2:10]2)=[CH:4][CH:3]=1.[C:32](Cl)(=O)[O:33]C1C=CC([N+]([O-])=O)=CC=1.Cl.[O:46]1[CH2:50][CH2:49][C@H:48]([NH2:51])[CH2:47]1.C(N(C(C)C)C(C)C)C>ClCCl>[F:26][C:23]([F:24])([F:25])[C:22]([C:19]1[CH:20]=[CH:21][C:16]([CH2:15][N:12]2[CH2:11][CH2:10][CH:9]([S:8][C:5]3[CH:6]=[CH:7][C:2]([NH:1][C:32]([NH:51][C@H:48]4[CH2:49][CH2:50][O:46][CH2:47]4)=[O:33])=[CH:3][CH:4]=3)[CH2:14][CH2:13]2)=[CH:17][CH:18]=1)([OH:31])[C:27]([F:30])([F:29])[F:28] |f:2.3|. Product: FC(C(C(F)(F)F)(O)C1=CC=C(CN2CCC(CC2)SC2=CC=C(C=C2)NC(=O)N[C@@H]2COCC2)C=C1)(F)F ((S)-1-(4-(1-(4-(1,1,1,3,3,3-Hexafluoro-2-hydroxypropan-2-yl)benzyl)piperidin-4-ylthio)phenyl)-3-(tetrahydrofuran-3-yl)urea). Run in ClCCl (dichloromethane). Procedure details: 2-(4-((4-(4-Aminophenylthio)piperidin-1-yl)methyl)phenyl)-1,1,1,3,3,3-hexafluoro-propan-2-ol (1.076 mmol, 500 mg), and 4-nitrophenyl carbonochloridate (1.076 mmol, 217 mg) were combined in dichloromethane (10 mL) and the reaction mixture stirred at room temperature for 1 hour. (S)-Tetrahydrofuran-3-amine hydrochloride (2.153 mmol, 266 mg), and N-ethyl-N-isopropylpropan-2-amine (2.153 mmol, 0.356 mL, 278 mg) were added and the reaction mixture stirred for 30 minutes. The reaction mixture was wash... The reactants are NC1=CC=C(C=C1)SC1CCN(CC1)CC1=CC=C(C=C1)C(C(F)(F)F)(C(F)(F)F)O (2-(4-((4-(4-Aminophenylthio)piperidin-1-yl)methyl)phenyl)-1,1,1,3,3,3-hexafluoro-propan-2-ol), C(OC1=CC=C(C=C1)[N+](=O)[O-])(=O)Cl (4-nitrophenyl carbonochloridate), Cl.O1C[C@H](CC1)N ((S)-Tetrahydrofuran-3-amine hydrochloride), C(C)N(C(C)C)C(C)C (N-ethyl-N-isopropylpropan-2-amine). Reported procedure: To a slurry of 2,5,6-trichloro-4-methyl-nicotinonitrile (10.0 g, 45.2 mmol, Tetrahedron, 1977, 33, 113-117) in MeOH (150 ml) at 0° C. is added solid sodium thiomethoxide (3.33 g, 45.2 mmol). The mixture is stirred at 0° C. for 1 hour, then room temperature for 1 hour. The reaction is quenched by the addition of water (250 ml). The mixture is partitioned between water and EtOAc (500 ml each), and the layers are shaken and separated. The organic layer is dried (anhydrous magnesium sulfate), filter... RXN SMILES: [Cl:1][C:2]1[N:9]=[C:8](Cl)[C:7]([Cl:11])=[C:6]([CH3:12])[C:3]=1[C:4]#[N:5].[CH3:13][S-:14].[Na+]>CO>[Cl:1][C:2]1[N:9]=[C:8]([S:14][CH3:13])[C:7]([Cl:11])=[C:6]([CH3:12])[C:3]=1[C:4]#[N:5] |f:1.2|. Solvent: CO (MeOH). Starting materials: ClC1=C(C#N)C(=C(C(=N1)Cl)Cl)C (2,5,6-trichloro-4-methyl-nicotinonitrile), C[S-].[Na+] (sodium thiomethoxide). Yield: 99.6%. The product is ClC1=C(C#N)C(=C(C(=N1)SC)Cl)C (2,5-Dichloro-4-methyl-6-methylsulfanyl-nicotinonitrile). Conditions: temperature 0 celsius, time 1 hour. The reactants are N1(CCOCC1)C(=O)N1CC(CC(C1)C1=CC=C(C=C1)C(F)(F)F)C(N)=S (1-(Morpholin-4-ylcarbonyl)-5-[4-(trifluoromethyl)phenyl]piperidine-3-carbothioamide), BrCC(C(C)(C)C)=O (1-bromo-3,3-dimethylbutan-2-one). The product is FC=1C=C(C=CC1)C=1N=C(SC1)C1CN(CC(C1)C1=CC=C(C=C1)C(F)(F)F)C(=O)N1CCOCC1 ({3-[4-(3-Fluorophenyl)-1,3-thiazol-2-yl]-5-[4-(trifluoromethyl)phenyl]piperidin-1-yl}(morpholin-4-yl)methanone). As a reaction SMILES: [N:1]1([C:7]([N:9]2[CH2:14][CH:13]([C:15]3[CH:20]=[CH:19][C:18]([C:21]([F:24])([F:23])[F:22])=[CH:17][CH:16]=3)[CH2:12][CH:11]([C:25](=[S:27])[NH2:26])[CH2:10]2)=[O:8])[CH2:6][CH2:5][O:4][CH2:3][CH2:2]1.Br[CH2:29][C:30](=O)[C:31]([CH3:34])(C)[CH3:32]>>[F:22][C:21]1[CH:32]=[C:31]([C:30]2[N:26]=[C:25]([CH:11]3[CH2:12][CH:13]([C:15]4[CH:20]=[CH:19][C:18]([C:21]([F:22])([F:23])[F:24])=[CH:17][CH:16]=4)[CH2:14][N:9]([C:7]([N:1]4[CH2:6][CH2:5][O:4][CH2:3][CH2:2]4)=[O:8])[CH2:10]3)[S:27][CH:29]=2)[CH:34]=[CH:17][CH:18]=1. Procedure details: 250 mg (about 0.211 mmol) of the compound from Example 53A and 154 mg (0.710 mmol) of 1-bromo-3,3-dimethylbutan-2-one were reacted according to the General Method 3. Yield: 88 mg (29% of theory).